This data is from the Open Reaction Database (ORD), a public repository of structured organic reaction records. The task is: describe an organic reaction: reactants, conditions, products, and yield Starting materials: Br, COC(=O)N1CCC(c2cc(=O)[nH]o2)CC1Cc1cc(F)cc(C(F)(F)F)c1. Product: O=c1cc(C2CCNC(Cc3cc(F)cc(C(F)(F)F)c3)C2)o[nH]1. As a reaction SMILES: [BrH:29].[F:1][c:2]1[cH:3][c:4]([CH2:5][CH:6]2[N:7]([C:18]([O:19][CH3:20])=[O:21])[CH2:8][CH2:9][CH:10]([c:12]3[cH:13][c:14](=[O:17])[nH:15][o:16]3)[CH2:11]2)[cH:22][c:23]([C:25]([F:26])([F:27])[F:28])[cH:24]1>>[F:1][c:2]1[cH:3][c:4]([CH2:5][CH:6]2[NH:7][CH2:8][CH2:9][CH:10]([c:12]3[cH:13][c:14](=[O:17])[nH:15][o:16]3)[CH2:11]2)[cH:22][c:23]([C:25]([F:26])([F:27])[F:28])[cH:24]1. The reactants are FC1=CC=CC2=C1C=CO2 (4-fluoro-benzofuran), C(C)(C)(C)OC(=O)N1C(CCCC1)C(N(C)OC)=O ((RS)-1-(tert-butyloxycarbonyl)-2-(N-methoxy-N-methylcarbamoyl)-piperidine), D1. Product: C(C)(C)(C)OC(=O)N1C(CCCC1)C(=O)C=1OC2=C(C1)C(=CC=C2)F (2-[1-(4-Fluoro-benzofuran-2-yl)-methanoyl]-piperidine-1-carboxylic acid-tert-butyl ester). Reaction SMILES: [F:1][C:2]1[C:7]2[CH:8]=[CH:9][O:10][C:6]=2[CH:5]=[CH:4][CH:3]=1.[C:11]([O:15][C:16]([N:18]1[CH2:23][CH2:22][CH2:21][CH2:20][CH:19]1[C:24](=[O:29])N(OC)C)=[O:17])([CH3:14])([CH3:13])[CH3:12]>>[C:11]([O:15][C:16]([N:18]1[CH2:23][CH2:22][CH2:21][CH2:20][CH:19]1[C:24]([C:9]1[O:10][C:6]2[CH:5]=[CH:4][CH:3]=[C:2]([F:1])[C:7]=2[CH:8]=1)=[O:29])=[O:17])([CH3:14])([CH3:13])[CH3:12]. Procedure: The title compound (500 mg) was prepared from 4-fluoro-benzofuran (450 mg) and (RS)-1-(tert-butyloxycarbonyl)-2-(N-methoxy-N-methylcarbamoyl)-piperidine, D1 (900 mg) according to a procedure similar to that for Description 2. The product is CNC1=C(C(=O)N2N=C(C3=CC=CC=C23)O)C=C(C=C1)N (1-(2-Methylamino-5-aminobenzoyl)-1H-indazol-3-ol). Run in CCO (EtOH). As a reaction SMILES: [CH3:1][NH:2][C:3]1[CH:20]=[CH:19][C:18]([N+:21]([O-])=O)=[CH:17][C:4]=1[C:5]([N:7]1[C:15]2[C:10](=[CH:11][CH:12]=[CH:13][CH:14]=2)[C:9]([OH:16])=[N:8]1)=[O:6]>CCO.[Pd]>[CH3:1][NH:2][C:3]1[CH:20]=[CH:19][C:18]([NH2:21])=[CH:17][C:4]=1[C:5]([N:7]1[C:15]2[C:10](=[CH:11][CH:12]=[CH:13][CH:14]=2)[C:9]([OH:16])=[N:8]1)=[O:6]. The reagents and catalysts are [Pd] (Pd/C). Conditions: time 16 hour. Reported procedure: To 1.1 g. of 1-(2-methylamino-5-nitrobenzoyl)-1H-indazol-3-ol, prepared in Example 14, suspended in 200 ml of absolute EtOH was added 200 mg of 5% Pd/C and the mixture was hydrogenated at 50 psi for 16 hours. The catalyst was filtered off, washed with hot EtOH and the filtrate was diluted with H2O and concentrated to small volume. The precipitate was collected, washed with cold 95% EtOH and dried; yield of dark-yellow amorphous powder 0.65 g. (65.4%); m.p. 184°-186° C. Reactants: CNC1=C(C(=O)N2N=C(C3=CC=CC=C23)O)C=C(C=C1)[N+](=O)[O-] (1-(2-methylamino-5-nitrobenzoyl)-1H-indazol-3-ol).